This data is from the Open Reaction Database (ORD), a public repository of structured organic reaction records. The task is: describe an organic reaction: reactants, conditions, products, and yield Reactants: [Br-], CC#N, O=C1C(O)OCC2CCCC(c3ccc(F)cc3)N12, c1ccc([PH+](c2ccccc2)c2ccccc2)cc1. The product is [Br-], O=C1C([P+](c2ccccc2)(c2ccccc2)c2ccccc2)OCC2CCCC(c3ccc(F)cc3)N12. RXN SMILES: [Br-:20].[CH3:40][C:41]#[N:42].[F:1][c:2]1[cH:3][cH:4][c:5]([CH:8]2[CH2:9][CH2:10][CH2:11][CH:12]3[CH2:13][O:14][CH:15]([OH:19])[C:16](=[O:18])[N:17]23)[cH:6][cH:7]1.[c:21]1([PH+:27]([c:28]2[cH:29][cH:30][cH:31][cH:32][cH:33]2)[c:34]2[cH:35][cH:36][cH:37][cH:38][cH:39]2)[cH:22][cH:23][cH:24][cH:25][cH:26]1>>[Br-:20].[F:1][c:2]1[cH:3][cH:4][c:5]([CH:8]2[CH2:9][CH2:10][CH2:11][CH:12]3[CH2:13][O:14][CH:15]([P+:27]([c:21]4[cH:22][cH:23][cH:24][cH:25][cH:26]4)([c:28]4[cH:29][cH:30][cH:31][cH:32][cH:33]4)[c:34]4[cH:35][cH:36][cH:37][cH:38][cH:39]4)[C:16](=[O:18])[N:17]23)[cH:6][cH:7]1.